This data is from the Open Reaction Database (ORD), a public repository of structured organic reaction records. The task is: describe an organic reaction: reactants, conditions, products, and yield Starting materials: solid, Cl.Cl.Cl.O1COC2=C1C=CC=C2N2CCN(CC2)CC[C@@H]2CC[C@H](CC2)N (Trans-4-[2-(4-Benzo[1,3]dioxol-4-yl-piperazin-1-yl)-ethyl]-cyclohexylamine trihydrochloride), Cl.Cl.Cl.O1COC2=C1C=CC=C2N2CCN(CC2)CC[C@@H]2CC[C@H](CC2)N (Trans-4-[2-(4-Benzo[1,3]dioxol-4-yl-piperazin-1-yl)-ethyl]-cyclohexylamine trihydrochloride), OC1(CCC1)C(=O)O (1-hydroxycyclobutancarboxylic acid). Yields the product O1COC2=C1C=CC=C2N2CCN(CC2)CC[C@@H]2CC[C@H](CC2)NC(=O)C2(CCC2)O (1-Hydroxy-cyclobutanecarboxylic acid-trans-N-{4-[2-(4-benzo[1,3]dioxol-4-yl-piperazin-1-yl)-ethyl]-cyclohexyl}-amide). RXN SMILES: Cl.Cl.Cl.[O:4]1[C:8]2[CH:9]=[CH:10][CH:11]=[C:12]([N:13]3[CH2:18][CH2:17][N:16]([CH2:19][CH2:20][C@H:21]4[CH2:26][CH2:25][C@H:24]([NH2:27])[CH2:23][CH2:22]4)[CH2:15][CH2:14]3)[C:7]=2[O:6][CH2:5]1.[OH:28][C:29]1([C:33](O)=[O:34])[CH2:32][CH2:31][CH2:30]1>>[O:4]1[C:8]2[CH:9]=[CH:10][CH:11]=[C:12]([N:13]3[CH2:18][CH2:17][N:16]([CH2:19][CH2:20][C@H:21]4[CH2:26][CH2:25][C@H:24]([NH:27][C:33]([C:29]5([OH:28])[CH2:32][CH2:31][CH2:30]5)=[O:34])[CH2:23][CH2:22]4)[CH2:15][CH2:14]3)[C:7]=2[O:6][CH2:5]1 |f:0.1.2.3|. Procedure: The title compound, white solid (15 mg, 48.7%), MS (ISP) m/z=430.2 [(M+H)+], was prepared in accordance with the general method of example 1 from Trans-4-[2-(4-Benzo[1,3]dioxol-4-yl-piperazin-1-yl)-ethyl]-cyclohexylamine trihydrochloride (Intermediate A) (30 mg, 68.1 mmol) and 1-hydroxycyclobutancarboxylic acid. The reactants are CC(C)(C)[Mg+], CCC(=O)N1C(=O)OC2Cc3ccccc3C21, CC(=O)OC1NC(=O)C1C(CO[SiH](C)C)C(C)(C)C, CCOC(C)=O, [Cl-], C1CCOC1, O=C(O)CC(O)(CC(=O)O)C(=O)O. The product is CC(C(=O)N1C(=O)OC2Cc3ccccc3C21)C1NC(=O)C1C(CO[SiH](C)C)C(C)(C)C. As a reaction SMILES: [C:19]([Mg+:20])([CH3:21])([CH3:22])[CH3:23].[C:1]([CH2:2][CH3:3])(=[O:4])[N:5]1[C:6](=[O:17])[O:7][CH:8]2[CH:9]1[c:10]1[cH:11][cH:12][cH:13][cH:14][c:15]1[CH2:16]2.[C:24]([O:25][CH:28]1[CH:29]([CH:33]([CH2:34][O:35][SiH:36]([CH3:37])[CH3:38])[C:39]([CH3:40])([CH3:41])[CH3:42])[C:30](=[O:32])[NH:31]1)(=[O:26])[CH3:27].[CH3:61][CH2:62][O:63][C:64](=[O:65])[CH3:66].[Cl-:18].[O:56]1[CH2:57][CH2:58][CH2:59][CH2:60]1.[OH:43][C:44]([CH2:45][C:46]([C:47](=[O:48])[OH:49])([CH2:50][C:51](=[O:52])[OH:53])[OH:54])=[O:55]>>[C:1]([CH:2]([CH3:3])[CH:28]1[CH:29]([CH:33]([CH2:34][O:35][SiH:36]([CH3:37])[CH3:38])[C:39]([CH3:40])([CH3:41])[CH3:42])[C:30](=[O:32])[NH:31]1)(=[O:4])[N:5]1[C:6](=[O:17])[O:7][CH:8]2[CH:9]1[c:10]1[cH:11][cH:12][cH:13][cH:14][c:15]1[CH2:16]2. Starting materials: COC1=C(C(=NC(=C1COCCOC)OC)C(F)(F)F)C(=O)OCC (Ethyl 4,6-dimethoxy-5-(methoxyethoxymethyl)-2-(trifluoromethyl)-3-pyridinecarboxylate), Cl (HCl). Reagents/catalysts: [Ti](Cl)(Cl)(Cl)Cl (titanium tetrachloride). Run in C(Cl)Cl (CH2Cl2). Reaction conditions: time 20 minute. Product: ClCC=1C(=C(C(=NC1OC)C(F)(F)F)C(=O)OCC)OC (Ethyl 5-chloromethyl-4,6-dimethoxy-2-(trifluoromethyl)-3-pyridinecarboxylate). The yield is 97.0%. RXN SMILES: [CH3:1][O:2][C:3]1[C:8]([CH2:9]OCCOC)=[C:7]([O:15][CH3:16])[N:6]=[C:5]([C:17]([F:20])([F:19])[F:18])[C:4]=1[C:21]([O:23][CH2:24][CH3:25])=[O:22].[ClH:26]>C(Cl)Cl.[Ti](Cl)(Cl)(Cl)Cl>[Cl:26][CH2:9][C:8]1[C:3]([O:2][CH3:1])=[C:4]([C:21]([O:23][CH2:24][CH3:25])=[O:22])[C:5]([C:17]([F:20])([F:19])[F:18])=[N:6][C:7]=1[O:15][CH3:16]. Procedure: To a solution of 15.5 g (0.0289 mol) of product of Example 26 in 30 ml of CH2Cl2 cooled in a ice water bath was added 12.0 g of titanium tetrachloride. The reaction mixture turned brown with formation of a white precipitate. After stirring at 10°-15° C. for 20 minutes, then at 20° C. for 20 minutes, the reaction mixture was poured into 70 ml of 6N HCl. The CH2Cl2 layer was separated, dried (MgSO4) and concentrated. The residue was kugelrohr distilled at 2 torr (pot temperature 140° C.) to give 9... Starting materials: C1(=CC=CC=C1)C (toluene), ClP(C1=CC=CC=C1)C1=CC=CC=C1 (chlorodiphenylphosphine), [Al] (aluminum), Cl (hydrochloric acid). The solvent is CN(C=O)C (N,N-dimethylformamide). Run at temperature 100 celsius, time 30 minute. Product: C1(=CC=CC=C1)PC1=CC=CC=C1 (diphenylphosphine). The yield is 87.0%. As a reaction SMILES: Cl[P:2]([C:9]1[CH:14]=[CH:13][CH:12]=[CH:11][CH:10]=1)[C:3]1[CH:8]=[CH:7][CH:6]=[CH:5][CH:4]=1.[Al].Cl.C1(C)C=CC=CC=1>CN(C)C=O>[C:9]1([PH:2][C:3]2[CH:4]=[CH:5][CH:6]=[CH:7][CH:8]=2)[CH:10]=[CH:11][CH:12]=[CH:13][CH:14]=1. Procedure: 1.04 g (4.71 mmol) of chlorodiphenylphosphine was added dropwise under a nitrogen gas atmosphere to a suspension of 127 mg (4.71 mmol) of aluminum (foil) in 10 cm3 of N,N-dimethylformamide and the mixture was stirred at 100° C. for 30 min. To the reaction mixture was added dropwise 10 cm3 (10 mmol) of 1 mol·dm-3 hydrochloric acid and then 10 cm3 of toluene. The mixture was stirred, the aqueous layer and the toluene layer were separated off, the toluene layer was dried over anhydrous sodium sulfa... Starting materials: O1C2=C(C=C1B(O)O)C=CC=C2 (benzo[b]furan-2-ylboronic acid), N1(C=NC=C1)CC=1C=CC(=NC1)Br (5-Imidazol-1-ylmethyl-2-bromopyridine). Yields the product O1C2=C(C=C1C1=NC=C(C=C1)CN1C=NC=C1)C=CC=C2 (2-Benzo[b]furan-2-yl-5-imidazol-1-ylmethyl-pyridine). Reaction SMILES: [O:1]1[C:5](B(O)O)=[CH:4][C:3]2[CH:9]=[CH:10][CH:11]=[CH:12][C:2]1=2.[N:13]1([CH2:18][C:19]2[CH:20]=[CH:21][C:22](Br)=[N:23][CH:24]=2)[CH:17]=[CH:16][N:15]=[CH:14]1>>[O:1]1[C:5]([C:22]2[CH:21]=[CH:20][C:19]([CH2:18][N:13]3[CH:17]=[CH:16][N:15]=[CH:14]3)=[CH:24][N:23]=2)=[CH:4][C:3]2[CH:9]=[CH:10][CH:11]=[CH:12][C:2]1=2. Procedure: Synthesized using benzo[b]furan-2-ylboronic acid (204 mg, 1.26 mmol) and 1a (150 mg, 0.63 mmol) according to Method C. Yellow solid. Yield: 71 mg, 0.26 mmol, 41%. 1H NMR (CDCl3, 500 MHz): δH (ppm): 5.18 (s, 2H), 6.93 (s, 1H), 7.13 (s, 1H), 7.25-7.28 (m, 2H), 7.35 (dt, J=8.2, 1.2 Hz, 1H), 7.44 (d, J=0.9 Hz, 1H), 7.51 (dd, J=8.2, 2.1 Hz, 1H), 7.56 (dd, J=8.2, 0.9 Hz, 1H), 7.60 (s, 1H), 7.65 (d, J=7.3 Hz, 1H), 7.88 (d, J=8.2 Hz, 1H), 8.56 (d, J=2.1 Hz, 1H); 13C NMR (CDCl3, 125 MHz): δC (ppm)=48.1, ... The reactants are monoester, P(=O)(OCCCC)([O-])[O-] (monobutyl phosphate), [OH-].[Na+] (sodium hydroxide), C(Cl)C1CO1 (epichlorohydrin). Reaction conditions: temperature 70 celsius, time 20 hour. The product is P(=O)(OCCCC)(OCC(CCl)O)[O-].[Na+] (sodium butyl 2-hydroxy-3-chloropropyl phosphate). The yield is 86.5%. As a reaction SMILES: [P:1]([O-:9])([O-:8])([O:3][CH2:4][CH2:5][CH2:6][CH3:7])=[O:2].[OH-].[Na+:11].[CH2:12]([CH:14]1[O:16][CH2:15]1)[Cl:13]>>[P:1]([O-:9])([O:8][CH2:15][CH:14]([OH:16])[CH2:12][Cl:13])([O:3][CH2:4][CH2:5][CH2:6][CH3:7])=[O:2].[Na+:11] |f:1.2,4.5|. Procedure details: 20 g (0.13 moles) of monobutyl phosphate having a purity of 99% (AV1=360.6, AV2=721.3) was charged into a reactor, to which 129 ml of 1N sodium hydroxide aqueous solution was added and agitated at 70° C. to obtain uniform solution, at which the acid value of the reaction system was 46.7. While keeping the reaction system at 70° C., 59.2 g (0.64 moles) of epichlorohydrin was gradually dropped, followed by agitation at the temperature for 20 hours. The acid value of the reaction system was approxi... Starting materials: S(O)(O)(=O)=O (sulfuric acid), COC(C)OC1=CC=C(C=C)C=C1 (p-(1-methoxyethoxy)styrene), C(=C)OCCCC (n-butyl vinyl ether), N1=CC=CC=C1 (pyridine), ( 3 ). Run in O1CCOCC1 (1,4-dioxane). Conditions: time 16 hour. Product: C(CCC)OC(C)OC1=CC=C(C=C)C=C1.OC1=CC=C(C=C)C=C1 (p-(1-n-butoxyethoxy)styrene p-hydroxystyrene). Reaction SMILES: [CH3:1][O:2][CH:3]([O:5][C:6]1[CH:13]=[CH:12][C:9]([CH:10]=[CH2:11])=[CH:8][CH:7]=1)[CH3:4].C(O[CH2:17][CH2:18][CH2:19]C)=C.N1C=CC=CC=1.S(=O)(=O)(O)O>O1CCOCC1>[CH2:1]([O:2][CH:3]([O:5][C:6]1[CH:7]=[CH:8][C:9]([CH:10]=[CH2:11])=[CH:12][CH:13]=1)[CH3:4])[CH2:17][CH2:18][CH3:19].[OH:5][C:6]1[CH:13]=[CH:12][C:9]([CH:10]=[CH2:11])=[CH:8][CH:7]=1 |f:5.6|. Procedure: To a solution of poly(p-hydroxystyrene) (4.8 g) obtained in the same manner as described in Synthesis Example 3, (2) and n-butyl vinyl ether (3.0 g) in a mixed solvent (50 ml) of pyridine and 1,4-dioxane, a catalytic amount of conc. sulfuric acid was added, then continued to stir at room temperature for 16 hours. The reaction mixture was treated in the same manner as described in Synthesis Example 2, (3) to give 4.2 g of poly[p-(1-n-butoxyethoxy)styrene/p-hydroxystyrene] as a white powder having...